Dataset: the Open Reaction Database (ORD), a public repository of structured organic reaction records. Task: describe an organic reaction: reactants, conditions, products, and yield Reported procedure: 2.60 g (65.00 mmol) sodium hydride (60% in mineral oil) was added batchwise to a solution of 11.64 g (59.08 mmol) 5-bromo-1H-indazole in 150 mL THF under argon within 10 minutes and the mixture was stirred for 15 minutes at RT. The reaction mixture was cooled to −70° C. and within 30 minutes 100.00 mL (130.00 mmol) sec-butyllithium (1.3 M in cyclohexane) were added dropwise, while the temperature was kept below −60° C. The mixture was stirred for a further 2 h at −70° C. and then a solution of 2... Run in C1CCOC1 (THF), C1CCOC1 (THF). Yields the product N1N=CC2=CC(=CC=C12)C=O (1H-indazole-5-carbaldehyde). The reactants are [H-].[Na+] (sodium hydride), BrC=1C=C2C=NNC2=CC1 (5-bromo-1H-indazole), CN(C)C=O (DMF), Cl (HCl), C(C)(CC)[Li] (sec-butyllithium), C([O-])(O)=O.[Na+] (sodium bicarbonate). Run at time 15 minute. Reaction SMILES: [H-].[Na+].Br[C:4]1[CH:5]=[C:6]2[C:10](=[CH:11][CH:12]=1)[NH:9][N:8]=[CH:7]2.C([Li])(CC)C.CN([CH:21]=[O:22])C.Cl.C(=O)(O)[O-].[Na+]>C1COCC1>[NH:9]1[C:10]2[C:6](=[CH:5][C:4]([CH:21]=[O:22])=[CH:12][CH:11]=2)[CH:7]=[N:8]1 |f:0.1,6.7|. The reactants are Fc1cccc(Br)n1, O=C([O-])[O-], COc1ncc(B(O)O)c(OC)n1, [Na+], [Na+], CC(=O)[O-], CC(=O)[O-], [Pd+2], c1ccc(P(c2ccccc2)c2ccccc2)cc1. Product: COc1ncc(-c2cccc(F)n2)c(OC)n1. RXN SMILES: [Br:14][c:15]1[n:16][c:17]([F:21])[cH:18][cH:19][cH:20]1.[C:22](=[O:23])([O-:24])[O-:25].[CH3:1][O:2][c:3]1[n:4][cH:5][c:6]([B:11]([OH:12])[OH:13])[c:7]([O:9][CH3:10])[n:8]1.[Na+:26].[Na+:27].[O-:48][C:49]([CH3:50])=[O:51].[O-:52][C:53]([CH3:54])=[O:55].[Pd+2:47].[c:28]1([P:29]([c:30]2[cH:31][cH:32][cH:33][cH:34][cH:35]2)[c:36]2[cH:37][cH:38][cH:39][cH:40][cH:41]2)[cH:42][cH:43][cH:44][cH:45][cH:46]1>>[CH3:1][O:2][c:3]1[n:4][cH:5][c:6](-[c:15]2[n:16][c:17]([F:21])[cH:18][cH:19][cH:20]2)[c:7]([O:9][CH3:10])[n:8]1. The product is ClC(=O)N1[C@@H](CCC1)C(=O)OC ((S)-Methyl 1-(chlorocarbonyl)pyrrolidine-2-carboxylate). Run at time 1 hour. Starting materials: ClC=1C=CC(=C(C(=O)NC2=C(C=C(C=C2)[N+](=O)[O-])Cl)C1)O (5-Chloro-N-(2-chloro-4-nitrophenyl)-2-hydroxybenzamide), C(OC(Cl)(Cl)Cl)([O-])=O (trichloromethyl carbonate), Cl.N1[C@@H](CCC1)C(=O)OC ((S)-Methyl pyrrolidine-2-carboxylate hydrochloride), C(C)(C)N(CC)C(C)C (diisopropylethylamine). The reagents and catalysts are CN(C1=CC=NC=C1)C (4-dimethylaminopyridine). As a reaction SMILES: C(=O)([O-])[O:2][C:3](Cl)(Cl)[Cl:4].Cl.[NH:10]1[CH2:14][CH2:13][CH2:12][C@H:11]1[C:15]([O:17][CH3:18])=[O:16].C(N(C(C)C)CC)(C)C.ClC1C=CC(O)=C(C=1)C(NC1C=CC([N+]([O-])=O)=CC=1Cl)=O>C(Cl)(Cl)Cl.N1C=CC=CC=1.CN(C)C1C=CN=CC=1>[Cl:4][C:3]([N:10]1[CH2:14][CH2:13][CH2:12][C@H:11]1[C:15]([O:17][CH3:18])=[O:16])=[O:2] |f:1.2|. Procedure: (S)-Methyl 1-(chlorocarbonyl)pyrrolidine-2-carboxylate was prepared following the procedure disclosed in U.S. Pat. No. 4,866,087 to Greenlee et al with minor modification. A solution of 5.63 g (19.0 mmol) bis(trichloromethyl carbonate in chloroform (15 mL) was added dropwise to a solution of (S)-Methyl pyrrolidine-2-carboxylate hydrochloride (2.62 g., 15.82 mmol) and diisopropylethylamine (11.0 mL, 63.28 mmol) in chloroform (15 mL) at ice-bath temperature. After one hour, the solution was washed... The solvent is N1=CC=CC=C1 (pyridine), C(Cl)(Cl)Cl (chloroform), C(Cl)(Cl)Cl (chloroform). Reactants: FC(OC1=CC=C(C=C1)NC1CCN(CC1)[C@@H](CC#N)C)F ((R)-3-[4-(4-difluoromethoxy-phenylamino)-piperidin-1-yl]-butyronitrile), Cl.C(C1=CN=CC=C1)(=O)Cl (nicotinoyl chloride hydrochloride), CCN(C(C)C)C(C)C (DIPEA). Run in C1CCOC1 (THF). Conditions: temperature 80 celsius, time 16 hour. Yields the product C(#N)C[C@@H](C)N1CCC(CC1)N(C(C1=CN=CC=C1)=O)C1=CC=C(C=C1)OC(F)F (N-[(R)-1-(2-cyano-1-methyl-ethyl)-piperidin-4-yl]-N-(4-difluoromethoxy-phenyl)-nicotinamide). Isolated yield 38.6%. Reaction SMILES: [F:1][CH:2]([F:22])[O:3][C:4]1[CH:9]=[CH:8][C:7]([NH:10][CH:11]2[CH2:16][CH2:15][N:14]([C@H:17]([CH3:21])[CH2:18][C:19]#[N:20])[CH2:13][CH2:12]2)=[CH:6][CH:5]=1.Cl.[C:24](Cl)(=[O:31])[C:25]1[CH:30]=[CH:29][CH:28]=[N:27][CH:26]=1.CCN(C(C)C)C(C)C>C1COCC1>[C:19]([CH2:18][C@H:17]([N:14]1[CH2:15][CH2:16][CH:11]([N:10]([C:7]2[CH:6]=[CH:5][C:4]([O:3][CH:2]([F:1])[F:22])=[CH:9][CH:8]=2)[C:24](=[O:31])[C:25]2[CH:30]=[CH:29][CH:28]=[N:27][CH:26]=2)[CH2:12][CH2:13]1)[CH3:21])#[N:20] |f:1.2|. Procedure details: A solution of the above nitrile (0.20 g, 0.65 mmol) and nicotinoyl chloride hydrochloride (0.46 g, 2.6 mmol) in THF (6 mL) was then treated with DIPEA (0.56 mL, 3.2 mmol) and stirred at 80° C. for 16 h. The reaction was cooled to room temperature, concentrated under reduced pressure, diluted with CH2Cl2 (10 mL) and washed with brine solution (2×10 mL). The combined organic extracts were then dried (Na2SO4), filtered and concentrated and the crude material purified by flash column chromatography ... The reactants are [Li]CCCC (n-BuLi), S1C=C(C=C1)NC(C(C)(C)C)=O (N-(thiophen-3-yl)pivalamide), CN(C)C=O (DMF). The solvent is C1CCOC1 (THF). Run at temperature -78 celsius, time 1 hour. Product: C(=O)C=1SC=CC1NC(C(C)(C)C)=O (N-(2-formylthiophen-3-yl)pivalamide). Yield: 80.3%. RXN SMILES: [S:1]1[CH:5]=[CH:4][C:3]([NH:6][C:7](=[O:12])[C:8]([CH3:11])([CH3:10])[CH3:9])=[CH:2]1.[Li]CCCC.CN([CH:21]=[O:22])C>C1COCC1>[CH:21]([C:2]1[S:1][CH:5]=[CH:4][C:3]=1[NH:6][C:7](=[O:12])[C:8]([CH3:9])([CH3:11])[CH3:10])=[O:22]. Procedure: To an oven dried flask was charged with N-(thiophen-3-yl)pivalamide (2.0 g, 10.91 mmol) and THF (50 mL) at rt, then the light tan solution was cooled down to −78° C., followed by dropwise addition of n-BuLi (2.4M in hexanes, 9.60 mL, 24.01 mmol) over 5 min under N2. The resulting off-white suspension was stirred for 1 hr, followed by addition of DMF (3.21 mL, 41.5 mmol) through a syringe over 2 min. In 20 min, the suspension became tan solution and the reaction mixture was warmed to rt and conti...